Dataset: the Open Reaction Database (ORD), a public repository of structured organic reaction records. Task: describe an organic reaction: reactants, conditions, products, and yield The reactants are II (iodine), [I-].[K+] (potassium iodide), SC=1SC2=C(N1)C=CC=C2 (2-mercapto-benzothiazole), [OH-].[Na+] (sodium hydroxide). Solvent: O (water), C(C)O (ethanol). Conditions: time 30 minute. Product: S1C(=NC2=C1C=CC=C2)SSC=2SC1=C(N2)C=CC=C1 (Di-(benzothiazol-2-yl)-disulfide). Reaction SMILES: II.[I-].[K+].[SH:5][C:6]1[S:7][C:8]2[CH:14]=[CH:13][CH:12]=[CH:11][C:9]=2[N:10]=1.[OH-].[Na+]>O.C(O)C>[S:7]1[C:8]2[CH:14]=[CH:13][CH:12]=[CH:11][C:9]=2[N:10]=[C:6]1[S:5][S:5][C:6]1[S:7][C:8]2[CH:14]=[CH:13][CH:12]=[CH:11][C:9]=2[N:10]=1 |f:1.2,4.5|. Procedure details: A solution of 20 g of iodine and 115 g of potassium iodide in 400 ml of water is added dropwise to a solution of 30 g of 2-mercapto-benzothiazole and 1.6 g of sodium hydroxide in 800 ml of absolute ethanol. After completion of the addition, the mixture is stirred for 30 minutes at ambient temperature and the precipitate is then filtered off, washed with ethanol and then washed with ether. The reactants are C1(=CC=CC=C1)C=C1CCC2(OCCO2)CC1 (8-phenylmethylene-1,4-dioxaspiro[4.5]-decane), [H][H] (hydrogen). The reagents and catalysts are [Pd] (palladium on charcoal). The product is C1(=CC=CC=C1)CC1CCC2(OCCO2)CC1 (8-phenylmethyl-1,4-dioxaspiro[4.5]-decane). As a reaction SMILES: [C:1]1([CH:7]=[C:8]2[CH2:17][CH2:16][C:11]3([O:15][CH2:14][CH2:13][O:12]3)[CH2:10][CH2:9]2)[CH:6]=[CH:5][CH:4]=[CH:3][CH:2]=1.[H][H]>[Pd]>[C:1]1([CH2:7][CH:8]2[CH2:17][CH2:16][C:11]3([O:12][CH2:13][CH2:14][O:15]3)[CH2:10][CH2:9]2)[CH:6]=[CH:5][CH:4]=[CH:3][CH:2]=1. Procedure details: For example, when n is the bridging group --CH2 --, an appropriately substituted or unsubstituted phenylmethyl bromide, for example, 2-chlorophenylmethyl bromide, is reacted with triphenylphosphine in toluene, affording the corresponding phenylmethyltriphenylphosphonium bromide. The so-prepared phosphonium bromide is then treated with n-butyllithium, and reacted with 1,4-cyclohexanedione mono-ethylene ketal, yielding the appropriate 8-phenylmethylene-1,4-dioxaspiro[4.5]-decane. The 8-phenylmethy... The reactants are N(=C=S)C1=CC(=C(C#N)C=C1)C(F)(F)F (4-isothiocyanato-2-trifluoromethylbenzonitrile), CC1=CC=C(C=C1)NC1(CCC1)C#N (1-(4-methylphenyl)aminocyclobutanenitrile). Solvent: CN(C)C=O (DMF), CN(C)C=O (DMF). Run at time 4 hour. Product: N=C1N(C(N(C12CCC2)C2=CC=C(C=C2)C)=S)C2=CC(=C(C#N)C=C2)C(F)(F)F (4-(8-imino-6-thioxo-5-(4-methylphenyl)-5,7-diazaspiro[3.4]oct-7-yl)-2-trifluoromethylbenzonitrile). The yield is 52.0%. As a reaction SMILES: [N:1]([C:4]1[CH:11]=[CH:10][C:7]([C:8]#[N:9])=[C:6]([C:12]([F:15])([F:14])[F:13])[CH:5]=1)=[C:2]=[S:3].[CH3:16][C:17]1[CH:22]=[CH:21][C:20]([NH:23][C:24]2([C:28]#[N:29])[CH2:27][CH2:26][CH2:25]2)=[CH:19][CH:18]=1>CN(C=O)C>[NH:29]=[C:28]1[C:24]2([CH2:27][CH2:26][CH2:25]2)[N:23]([C:20]2[CH:19]=[CH:18][C:17]([CH3:16])=[CH:22][CH:21]=2)[C:2](=[S:3])[N:1]1[C:4]1[CH:11]=[CH:10][C:7]([C:8]#[N:9])=[C:6]([C:12]([F:13])([F:15])[F:14])[CH:5]=1. Procedure: To a solution of 1a (2.28 g, 10 mmol) in dry DMF (3 ml) was added progressively, over 20 hours, a solution of 7a (1.764 g, 9 mmol) in dry DMF (3 ml) at room temperature. The medium was stirred for an additional 4 h. After DMF being evaporated, the residue was chromatographed (dichloromethane/acetone, 95:5) to afford 4-(8-imino-6-thioxo-5-(4-methylphenyl)-5,7-diazaspiro[3.4]oct-7-yl)-2-trifluoromethylbenzonitrile, 7b (1.937 g, 4.68 mmol, 52%). Starting materials: [Br-], O=C([O-])[O-], CCCC[N+](CCCC)(CCCC)CCCC, CC#N, ICCCCCI, [K+], [K+], COC(=O)C1(N)CC1. The product is COC(=O)C1(N2CCCCC2)CC1. RXN SMILES: [Br-:22].[C:9](=[O:10])([O-:11])[O-:12].[CH3:23][CH2:24][CH2:25][CH2:26][N+:27]([CH2:28][CH2:29][CH2:30][CH3:31])([CH2:32][CH2:33][CH2:34][CH3:35])[CH2:36][CH2:37][CH2:38][CH3:39].[CH3:40][C:41]#[N:42].[I:15][CH2:16][CH2:17][CH2:18][CH2:19][CH2:20][I:21].[K+:13].[K+:14].[NH2:1][C:2]1([C:5](=[O:6])[O:7][CH3:8])[CH2:3][CH2:4]1>>[N:1]1([C:2]2([C:5](=[O:6])[O:7][CH3:8])[CH2:3][CH2:4]2)[CH2:16][CH2:17][CH2:18][CH2:19][CH2:20]1. The reactants are O=C(CCC1=C(C=CC=C1)NS(=O)(=O)C)C1=CC=CC=C1 (N-(2-(3-oxo-3-phenylpropyl)phenyl)methanesulfonamide), NC1=CC=CC=C1 (aniline), CCCCCCCCCC (decane), C(C)(C)(C)OO (tert-butyl hydroperoxide), crude product. Reagents/catalysts: [I-].C(CCC)[N+](CCCC)(CCCC)CCCC (tetrabutylammonium iodide). Solvent: CCCCCC.C(C)(=O)OCC (hexane ethyl acetate), C(C)(=O)OCC (ethyl acetate), O (water). Reaction conditions: time 14 hour. Product: CS(=O)(=O)N1C(CC2=CC=CC=C12)C(=O)C1=CC=CC=C1 ((1-(methylsulfonyl)indolin-2-yl)(phenyl)methanone). The yield is 85.0%. As a reaction SMILES: [O:1]=[C:2]([C:16]1[CH:21]=[CH:20][CH:19]=[CH:18][CH:17]=1)[CH2:3][CH2:4][C:5]1[CH:10]=[CH:9][CH:8]=[CH:7][C:6]=1[NH:11][S:12]([CH3:15])(=[O:14])=[O:13].CCCCCCCCCC.C(OO)(C)(C)C.NC1C=CC=CC=1>[I-].C([N+](CCCC)(CCCC)CCCC)CCC.C(OCC)(=O)C.CCCCCC.C(OCC)(=O)C.O>[CH3:15][S:12]([N:11]1[C:6]2[C:5](=[CH:10][CH:9]=[CH:8][CH:7]=2)[CH2:4][CH:3]1[C:2]([C:16]1[CH:21]=[CH:20][CH:19]=[CH:18][CH:17]=1)=[O:1])(=[O:14])=[O:13] |f:4.5,7.8|. Procedure details: A reactor was charged with 303 mg (1.0 mmol) of N-(2-(3-oxo-3-phenylpropyl)phenyl)methanesulfonamide (an3) obtained in Synthesis Example 7, 36.9 mg (0.10 mmol) of tetrabutylammonium iodide (Bu4N+I−), and 50 mL of ethyl acetate as a solvent to prepare a solution. Subsequently, 364 μL of 5.5 M decane solution (manufactured by Aldrich) containing 2.0 mmol of tert-butyl hydroperoxide (TBHP) as an oxidizing agent was added to the solution in an amount corresponding to 2 equivalents based on the anili... Starting materials: [F-], O=C(O)c1c(C(F)(F)F)cccc1C(F)(F)F. The product is O=C(F)c1c(C(F)(F)F)cccc1C(F)(F)F. RXN SMILES: [F-:18].[F:1][C:2]([c:3]1[c:4]([C:5](=[O:6])[OH:7])[c:8]([C:12]([F:13])([F:14])[F:15])[cH:9][cH:10][cH:11]1)([F:16])[F:17]>>[F:1][C:2]([c:3]1[c:4]([C:5](=[O:6])[F:18])[c:8]([C:12]([F:13])([F:14])[F:15])[cH:9][cH:10][cH:11]1)([F:16])[F:17]. Reactants: BrCCCCN1C(SCC1=O)=O (3-(4-bromobutyl)-2,4-thiazolidinedione), N1(CCNCC1)C1=NOC2=C1C=CC=C2 (3-(1-piperazinyl)-1,2-benzisoxazole). The product is O.O1N=C(C2=C1C=CC=C2)N2CCN(CC2)CCCCN2C(SCC2=O)=O (3-[4-[4-(1,2-benzisoxazol-3-yl)-1-piperazinyl]butyl]-2,4-thiazolidinedione hydrate). Yield: 44.0%. Reaction SMILES: Br[CH2:2][CH2:3][CH2:4][CH2:5][N:6]1[C:10](=[O:11])[CH2:9][S:8][C:7]1=[O:12].[N:13]1([C:19]2[C:23]3[CH:24]=[CH:25][CH:26]=[CH:27][C:22]=3[O:21][N:20]=2)[CH2:18][CH2:17][NH:16][CH2:15][CH2:14]1>>[OH2:11].[O:21]1[C:22]2[CH:27]=[CH:26][CH:25]=[CH:24][C:23]=2[C:19]([N:13]2[CH2:14][CH2:15][N:16]([CH2:2][CH2:3][CH2:4][CH2:5][N:6]3[C:10](=[O:11])[CH2:9][S:8][C:7]3=[O:12])[CH2:17][CH2:18]2)=[N:20]1 |f:2.3|. Reported procedure: Reaction of 3-(4-bromobutyl)-2,4-thiazolidinedione with 3-(1-piperazinyl)-1,2-benzisoxazole according to the procedure of Example 3 affords a 44% yield of 3-[4-[4-(1,2-benzisoxazol-3-yl)-1-piperazinyl]butyl]-2,4-thiazolidinedione hydrate, m.p. 104.5°-106.6° C., from methanol. Reactants: Cc1c(CBr)cccc1C(F)(F)F, COC(=O)c1cc(N2CCOCC2)cc2nc(C(F)F)[nH]c12, [K+], [K+], O=C([O-])[O-], CN(C)C=O. The product is COC(=O)c1cc(N2CCOCC2)cc2c1nc(C(F)F)n2Cc1cccc(C(F)(F)F)c1C. As a reaction SMILES: [Br:29][CH2:30][c:31]1[c:32]([CH3:41])[c:33]([C:37]([F:38])([F:39])[F:40])[cH:34][cH:35][cH:36]1.[F:1][CH:2]([c:3]1[n:4][c:5]2[c:6]([nH:7]1)[c:8]([C:18](=[O:19])[O:20][CH3:21])[cH:9][c:10]([N:12]1[CH2:13][CH2:14][O:15][CH2:16][CH2:17]1)[cH:11]2)[F:22].[K+:23].[K+:24].[O-:25][C:26]([O-:27])=[O:28].[O:42]=[CH:43][N:44]([CH3:45])[CH3:46]>>[F:1][CH:2]([c:3]1[n:4]([CH2:30][c:31]2[c:32]([CH3:41])[c:33]([C:37]([F:38])([F:39])[F:40])[cH:34][cH:35][cH:36]2)[c:5]2[c:6]([n:7]1)[c:8]([C:18](=[O:19])[O:20][CH3:21])[cH:9][c:10]([N:12]1[CH2:13][CH2:14][O:15][CH2:16][CH2:17]1)[cH:11]2)[F:22]. Reactants: C(C)OC(C(CCCCCC(N1CC2=C(CC1)NC=C2)C2=C(C=CC=C2)Cl)(C)C)=O (8-(2-Chlorophenyl)-2,2 dimethyl-8-(1,4,6,7-tetrahydro-pyrrolo[3,2-c]pyridine-5-yl)-octanoic acid ethyl ester), C(C)O (ethanol), [OH-].[Na+] (sodium hydroxide). Run in O (water). Reaction conditions: temperature 96.5 celsius. The product is ClC1=C(C=CC=C1)C(CCCCCC(C(=O)O)(C)C)N1CC2=C(CC1)NC=C2 (8-(2-chlorophenyl)-2,2 dimethyl-8-(1,4,6,7-tetrahydro-pyrrolo[3,2-c]pyridine-5-yl)-octanoic acid). Yield: 59.6%. As a reaction SMILES: C([O:3][C:4](=[O:30])[C:5]([CH3:29])([CH3:28])[CH2:6][CH2:7][CH2:8][CH2:9][CH2:10][CH:11]([C:21]1[CH:26]=[CH:25][CH:24]=[CH:23][C:22]=1[Cl:27])[N:12]1[CH2:17][CH2:16][C:15]2[NH:18][CH:19]=[CH:20][C:14]=2[CH2:13]1)C.C(O)C.[OH-].[Na+]>O>[Cl:27][C:22]1[CH:23]=[CH:24][CH:25]=[CH:26][C:21]=1[CH:11]([N:12]1[CH2:17][CH2:16][C:15]2[NH:18][CH:19]=[CH:20][C:14]=2[CH2:13]1)[CH2:10][CH2:9][CH2:8][CH2:7][CH2:6][C:5]([CH3:29])([CH3:28])[C:4]([OH:30])=[O:3] |f:2.3|. Procedure details: 8-(2-Chlorophenyl)-2,2 dimethyl-8-(1,4,6,7-tetrahydro-pyrrolo[3,2-c]pyridine-5-yl)-octanoic acid ethyl ester (0.11 g, 0.25 mmol) was added to a mixture of ethanol (15 mL), water (1.35 mL), and sodium hydroxide (0.07 g, 1.75 mmol). The mixture was heated to reflux (95-98° C. oil bath) for 11 hours. After cooling to room temperature, the solvent was evaporated under reduced pressure. Water (10 mL) was added to the residue and adjusted to pH=6 with 10 N hydrochloric acid. The product was extracted ...